describe an organic reaction: reactants, conditions, products, and yield From a dataset of the Open Reaction Database (ORD), a public repository of structured organic reaction records. Reactants: CCO, [H][H], C=CCc1c(O)ccc2[nH]c(C(=O)OCC)cc12. Yields the product CCCc1c(O)ccc2[nH]c(C(=O)OCC)cc12. As a reaction SMILES: [CH3:21][CH2:22][OH:23].[H:19][H:20].[OH:1][c:2]1[c:3]([CH2:16][CH:17]=[CH2:18])[c:4]2[cH:5][c:6]([C:11](=[O:12])[O:13][CH2:14][CH3:15])[nH:7][c:8]2[cH:9][cH:10]1>>[OH:1][c:2]1[c:3]([CH2:16][CH2:17][CH3:18])[c:4]2[cH:5][c:6]([C:11](=[O:12])[O:13][CH2:14][CH3:15])[nH:7][c:8]2[cH:9][cH:10]1.